This data is from the Open Reaction Database (ORD), a public repository of structured organic reaction records. The task is: describe an organic reaction: reactants, conditions, products, and yield The reactants are ClCCl, COC(=O)c1ccc2c(c1)c(-c1c(F)cccc1F)nc1c(NC3CCN(S(C)(=O)=O)CC3)nn(COCC[Si](C)(C)C)c12, COC(=O)c1ccc2c(c1)c(-c1c(F)cccc1F)nc1c(NC3CCN(S(C)(=O)=O)CC3)n(COCC[Si](C)(C)C)nc12, O=C(O)C(F)(F)F, O. Product: COC(=O)c1ccc2c(c1)c(-c1c(F)cccc1F)nc1c(NC3CCN(S(C)(=O)=O)CC3)n[nH]c12. As a reaction SMILES: [Cl:96][CH2:97][Cl:98].[F:1][c:2]1[c:3](-[c:9]2[n:10][c:11]3[c:12]([c:13]4[cH:14][cH:15][c:16]([C:19](=[O:20])[O:21][CH3:22])[cH:17][c:18]24)[n:23]([CH2:37][O:38][CH2:39][CH2:40][Si:41]([CH3:42])([CH3:43])[CH3:44])[n:24][c:25]3[NH:26][CH:27]2[CH2:28][CH2:29][N:30]([S:33](=[O:34])(=[O:35])[CH3:36])[CH2:31][CH2:32]2)[c:4]([F:8])[cH:5][cH:6][cH:7]1.[F:45][c:46]1[cH:47][cH:48][cH:49][c:50]([F:51])[c:52]1-[c:53]1[c:54]2[cH:55][c:56]([C:57]([O:58][CH3:59])=[O:60])[cH:61][cH:62][c:63]2[c:64]2[n:65][n:66]([CH2:67][O:68][CH2:69][CH2:70][Si:71]([CH3:72])([CH3:73])[CH3:74])[c:75]([NH:76][CH:77]3[CH2:78][CH2:79][N:80]([S:81]([CH3:82])(=[O:83])=[O:84])[CH2:85][CH2:86]3)[c:87]2[n:88]1.[F:89][C:90]([F:91])([F:92])[C:93]([OH:94])=[O:95].[OH2:99]>>[F:1][c:2]1[c:3](-[c:9]2[n:10][c:11]3[c:12]([c:13]4[cH:14][cH:15][c:16]([C:19](=[O:20])[O:21][CH3:22])[cH:17][c:18]24)[nH:23][n:24][c:25]3[NH:26][CH:27]2[CH2:28][CH2:29][N:30]([S:33](=[O:34])(=[O:35])[CH3:36])[CH2:31][CH2:32]2)[c:4]([F:8])[cH:5][cH:6][cH:7]1. Starting materials: C(CCCCCCCCCCCCCCC)OCCC(CO)O (4-(hexadecyloxy)-1,2-butanediol), C(C1=CC=CC=C1)(C1=CC=CC=C1)(C1=CC=CC=C1)Cl (trityl chloride), ice water. Solvent: N1=CC=CC=C1 (pyridine). Conditions: time 24 hour. Yields the product C(CCCCCCCCCCCCCCC)OCCC(COC(C1=CC=CC=C1)(C1=CC=CC=C1)C1=CC=CC=C1)O (4-(Hexadecyloxy)-1-(triphenylmethoxy)-2-butanol). Yield: 109.0%. As a reaction SMILES: [CH2:1]([O:17][CH2:18][CH2:19][CH:20]([OH:23])[CH2:21][OH:22])[CH2:2][CH2:3][CH2:4][CH2:5][CH2:6][CH2:7][CH2:8][CH2:9][CH2:10][CH2:11][CH2:12][CH2:13][CH2:14][CH2:15][CH3:16].[C:24](Cl)([C:37]1[CH:42]=[CH:41][CH:40]=[CH:39][CH:38]=1)([C:31]1[CH:36]=[CH:35][CH:34]=[CH:33][CH:32]=1)[C:25]1[CH:30]=[CH:29][CH:28]=[CH:27][CH:26]=1>N1C=CC=CC=1>[CH2:1]([O:17][CH2:18][CH2:19][CH:20]([OH:23])[CH2:21][O:22][C:24]([C:25]1[CH:30]=[CH:29][CH:28]=[CH:27][CH:26]=1)([C:37]1[CH:38]=[CH:39][CH:40]=[CH:41][CH:42]=1)[C:31]1[CH:32]=[CH:33][CH:34]=[CH:35][CH:36]=1)[CH2:2][CH2:3][CH2:4][CH2:5][CH2:6][CH2:7][CH2:8][CH2:9][CH2:10][CH2:11][CH2:12][CH2:13][CH2:14][CH2:15][CH3:16]. Reported procedure: To a solution of 30 g of 4-(hexadecyloxy)-1,2-butanediol in 135 ml of dry pyridine was added 37.95 g of trityl chloride. The solution was allowed to stand under argon for 24 hours and was then poured into 700 ml of ice water and extracted three times with ether. The ether extracts were combined, washed with ice cold 5% hydrochloric acid, then saturated salt solution, dried and evaporated to dryness. The residue was mixed with petroleum ether, allowed to stand 72 hours, the solid removed and the ... Reactants: ClC1=C(C(=O)CC(=O)OCC)C(=C(C(=C1F)Cl)F)Cl (ethyl 2,4,6-trichloro-3,5-difluorobenzoylacetate), C(OCC)(OCC)OCC (triethyl orthoformate), C(C)(=O)OC(C)=O (diacetyl oxide), C1(CC1)N (cyclopropylamine), ice water. Reaction conditions: time 2 hour. Product: ClC1=C(C(=O)C(C(=O)OCC)=CNC2CC2)C(=C(C(=C1F)Cl)F)Cl (ethyl 2-(2,4,6-trichloro-3,5-difluorobenzoyl)-3-cyclopropylaminoacrylate). The yield is 74.8%. Reaction SMILES: [Cl:1][C:2]1[C:15]([F:16])=[C:14]([Cl:17])[C:13]([F:18])=[C:12]([Cl:19])[C:3]=1[C:4]([CH2:6][C:7]([O:9][CH2:10][CH3:11])=[O:8])=[O:5].[CH:20](OCC)(OCC)OCC.C(OC(=O)C)(=O)C.[CH:37]1([NH2:40])[CH2:39][CH2:38]1>>[Cl:1][C:2]1[C:15]([F:16])=[C:14]([Cl:17])[C:13]([F:18])=[C:12]([Cl:19])[C:3]=1[C:4]([C:6](=[CH:20][NH:40][CH:37]1[CH2:39][CH2:38]1)[C:7]([O:9][CH2:10][CH3:11])=[O:8])=[O:5]. Procedure: 82.9 g of ethyl 2,4,6-trichloro-3,5-difluorobenzoylacetate (0.25 mol), 66.6 g of triethyl orthoformate (0.45 mol) and 77.4 g of diacetyl oxide (0.72 mol) were stirred at 150° C. for 2.5 hours. Fractions having a lower boiling point were evaporated under reduced pressure. To the residue was added 250 ml of anhydrous ethanol. 14.5 g of cyclopropylamine (0.25 mol) was added to the solution under cooling of ice water and the reaction was then carried at room temperature for 2 hours. The resultant mi... Yields the product CC(C)(C)[Si](C)(C)OCCCn1cc(C(F)(F)F)c(=O)[nH]c1=O. As a reaction SMILES: [Br:15][CH2:16][CH2:17][CH2:18][O:19][Si:20]([CH3:21])([CH3:22])[C:23]([CH3:24])([CH3:25])[CH3:26].[F:3][C:4]([c:5]1[c:6](=[O:12])[nH:7][c:8](=[O:11])[nH:9][cH:10]1)([F:13])[F:14].[H-:2].[Na+:1].[O:27]=[CH:28][N:29]([CH3:30])[CH3:31]>>[F:3][C:4]([c:5]1[c:6](=[O:12])[nH:7][c:8](=[O:11])[n:9]([CH2:16][CH2:17][CH2:18][O:19][Si:20]([CH3:21])([CH3:22])[C:23]([CH3:24])([CH3:25])[CH3:26])[cH:10]1)([F:13])[F:14]. The reactants are CC(C)(C)[Si](C)(C)OCCCBr, O=c1[nH]cc(C(F)(F)F)c(=O)[nH]1, [H-], [Na+], CN(C)C=O. Run in C(Cl)(Cl)(Cl)Cl (CCl4). RXN SMILES: [CH3:1][N:2]([C:6]1[C:7]([I:20])=[C:8]([C:17]([Cl:19])=[O:18])[C:9]([I:16])=[C:10]([C:14]=1[I:15])[C:11]([Cl:13])=[O:12])C(=O)C>C(Cl)(Cl)(Cl)Cl>[CH3:1][NH:2][C:6]1[C:14]([I:15])=[C:10]([C:11]([Cl:13])=[O:12])[C:9]([I:16])=[C:8]([C:7]=1[I:20])[C:17]([Cl:19])=[O:18]. Reported procedure: The reaction mixture (now a heterogeneous paste) was poured into a mechanically-stirred slurry of ice water (1:1, 1L), the precipitate filtered and bashed with water (2×100 ml), saturated aqueous sodium bicarbonate (4×200 ml) and finally water to neutral pH (4×300 ml). The product was dried overnight at 40° C. and 0.3 mm Hg over KOH pellet, then redried over P2O5 to yield 5-(N-methyl acetamido)-2,4,6-triiodoisophthaloyl dichloride (XIV) as a slightly off-white, granular solid (60.0 g, 92% yield)... The reactants are ( XII ), CN(C(C)=O)C=1C(=C(C(=C(C(=O)Cl)C1I)I)C(=O)Cl)I (5-(N-methyl acetamido)-2,4,6-triiodoisophthaloyl dichloride). Product: CNC=1C(=C(C(=C(C(=O)Cl)C1I)I)C(=O)Cl)I (5-(N-methyl amino)-2,4,6-triiodoisophthaloyl dichloride). The product is NC1=CC=C(C=C1)C1CCN(CC1)C(=O)C1CCN(CC1)C ([4-(4-Amino-phenyl)-piperidin-1-yl]-(1-methyl-piperidin-4-yl)-methanone). The reactants are NC1=C(C=C(C=C1)N1C[C@H](CCC1)C(=O)N1CCN(CC1)C)OC ([(S)-1-(4-Amino-3-methoxy-phenyl)-piperidin-3-yl]-(4-methyl-piperazin-1-yl)-methanone), CN1CCC(CC1)C(=O)N1CCC(CC1)C1=CC=C(C=C1)[N+](=O)[O-] ((1-Methyl-piperidin-4-yl)-[4-(4-nitro-phenyl)-piperidin-1-yl]-methanone). RXN SMILES: NC1C=CC(N2CCC[C@H](C(N3CCN(C)CC3)=O)C2)=CC=1OC.[CH3:25][N:26]1[CH2:31][CH2:30][CH:29]([C:32]([N:34]2[CH2:39][CH2:38][CH:37]([C:40]3[CH:45]=[CH:44][C:43]([N+:46]([O-])=O)=[CH:42][CH:41]=3)[CH2:36][CH2:35]2)=[O:33])[CH2:28][CH2:27]1>>[NH2:46][C:43]1[CH:44]=[CH:45][C:40]([CH:37]2[CH2:38][CH2:39][N:34]([C:32]([CH:29]3[CH2:30][CH2:31][N:26]([CH3:25])[CH2:27][CH2:28]3)=[O:33])[CH2:35][CH2:36]2)=[CH:41][CH:42]=1. Reported procedure: [4-(4-Amino-phenyl)-piperidin-1-yl]-(1-methyl-piperidin-4-yl)-methanone was prepared in an analogous fashion to [(S)-1-(4-Amino-3-methoxy-phenyl)-piperidin-3-yl]-(4-methyl-piperazin-1-yl)-methanone of Example 460c replacing [(S)-1-(3-Methoxy-4-nitro-phenyl)-piperidin-3-yl]-(4-methyl-piperazin-1-yl)-methanone with (1-Methyl-piperidin-4-yl)-[4-(4-nitro-phenyl)-piperidin-1-yl]-methanone. LC/MS (E/I+) 302.15 (M+H). The reactants are FC=1C(=NC=CC1SC1=CN=C(S1)NC1=NC=CC(=C1)C)C(=O)O (3-Fluoro-4-(2-(4-methylpyridin-2-ylamino)thiazol-5-ylthio)picolinic acid), FC=1C(=NC=CC1SC1=CN=C(S1)NC1=NC=CC(=C1)C)C(=O)O (3-Fluoro-4-(2-(4-methylpyridin-2-ylamino)thiazol-5-ylthio)picolinic acid), NCC1(CCN(CC1)C(=O)OC(C)(C)C)C1=C(C(=CC=C1)Cl)Cl (tert-butyl 4-(aminomethyl)-4-(2,3-dichlorophenyl)piperidine-1-carboxylate). Yields the product ClC1=C(C=CC=C1Cl)C1(CCNCC1)CNC(C1=NC=CC(=C1F)SC1=CN=C(S1)NC1=NC=CC(=C1)C)=O (N-((4-(2,3-dichlorophenyl)piperidin-4-yl)methyl)-3-fluoro-4-(2-(4-methylpyridin-2-ylamino)thiazol-5-ylthio)picolinamide). Reaction SMILES: [F:1][C:2]1[C:3]([C:22]([OH:24])=O)=[N:4][CH:5]=[CH:6][C:7]=1[S:8][C:9]1[S:13][C:12]([NH:14][C:15]2[CH:20]=[C:19]([CH3:21])[CH:18]=[CH:17][N:16]=2)=[N:11][CH:10]=1.[NH2:25][CH2:26][C:27]1([C:40]2[CH:45]=[CH:44][CH:43]=[C:42]([Cl:46])[C:41]=2[Cl:47])[CH2:32][CH2:31][N:30](C(OC(C)(C)C)=O)[CH2:29][CH2:28]1>>[Cl:47][C:41]1[C:42]([Cl:46])=[CH:43][CH:44]=[CH:45][C:40]=1[C:27]1([CH2:26][NH:25][C:22](=[O:24])[C:3]2[C:2]([F:1])=[C:7]([S:8][C:9]3[S:13][C:12]([NH:14][C:15]4[CH:20]=[C:19]([CH3:21])[CH:18]=[CH:17][N:16]=4)=[N:11][CH:10]=3)[CH:6]=[CH:5][N:4]=2)[CH2:32][CH2:31][NH:30][CH2:29][CH2:28]1. Procedure: Following the amide bond forming procedure given in example 37, 3-fluoro-4-(2-(4-methylpyridin-2-ylamino)thiazol-5-ylthio)picolinic acid (intermediate B in example 1) and tert-butyl 4-(aminomethyl)-4-(2,3-dichlorophenyl)piperidine-1-carboxylate (amine intermediate “J”) were reacted to give the title compound. LC/MS (M+H)+: 703. Ret. time: 2.01 min. (Condition M).